Dataset: the Open Reaction Database (ORD), a public repository of structured organic reaction records. Task: describe an organic reaction: reactants, conditions, products, and yield Starting materials: ClC=1C=CC(=C(C1)C(F)(F)F)[N+](=O)[O-] (5-chloro-2-nitrobenzotrifluoride), C[O-].[Na+] (NaOMe). Run at time 15 hour. Yields the product COC1=CC(=C(C=C1)[N+](=O)[O-])C(F)(F)F (4-Methoxy-1-nitro-2-trifluoromethyl-benzene). Reaction SMILES: Cl[C:2]1[CH:3]=[CH:4][C:5]([N+:12]([O-:14])=[O:13])=[C:6]([C:8]([F:11])([F:10])[F:9])[CH:7]=1.[CH3:15][O-:16].[Na+]>>[CH3:15][O:16][C:2]1[CH:3]=[CH:4][C:5]([N+:12]([O-:14])=[O:13])=[C:6]([C:8]([F:11])([F:10])[F:9])[CH:7]=1 |f:1.2|. Procedure details: A mixture of 5-chloro-2-nitrobenzotrifluoride (5 g, 22.2 mmol) and 0.5M NaOMe (in MeOH) is stirred for 15 h at reflux. After removal of the solvent, the residue is diluted with H2O (40 mL) and extracted with CH2Cl2 (3×150 mL). The organic phase is washed with H2O (30 mL), and brine (30 mL), dried (Na2SO4), filtered and concentrated in vacuo to afford the title compound: ES-MS: 221.0 [M]−; single peak at tR=4.72 min (System 2). Reactants: (R)-1-(R)-1-pyrrolidin-2-ylmethyl-pyrrolidin-3-ol, ClC1=C(C(=CC=C1)Cl)CS(=O)(=O)C=1C=C2/C(/C(NC2=CC1)=O)=C/C1=C(C(=C(N1)C)C(=O)O)C (5-[5-(2,6-dichloro-phenylmethanesulfonyl)-2-oxo-1,2-dihydro-indol-(3Z)-ylidenemethyl]-2,4-dimethyl-1H-pyrrole-3-carboxylic acid), C=1C=CC2=C(C1)N=NN2O (HOBt), CCN=C=NCCCN(C)C (EDAC), CN(C)C=O (DMF). Run at time 10 minute. Yields the product ClC1=C(C(=CC=C1)Cl)CS(=O)(=O)C=1C=C2/C(/C(NC2=CC1)=O)=C/C=1NC(=C(C1C)C(=O)N1[C@H](CCC1)CN1C[C@@H](CC1)O)C (5-(2,6-Dichloro-phenylmethanesulfonyl)-3-[1-{4-[(R)-2-((R)-3-hydroxy-pyrrolidin-1-ylmethyl)-pyrrolidine-1-carbonyl]-3,5-dimethyl-1H-pyrrol-2-yl}-meth-(Z)-ylidene]-1,3-dihydro-indol-2-one). Yield: 61.0%. As a reaction SMILES: [Cl:1][C:2]1[CH:7]=[CH:6][CH:5]=[C:4]([Cl:8])[C:3]=1[CH2:9][S:10]([C:13]1[CH:14]=[C:15]2[C:19](=[CH:20][CH:21]=1)[NH:18][C:17](=[O:22])/[C:16]/2=[CH:23]\[C:24]1[NH:28][C:27]([CH3:29])=[C:26]([C:30]([OH:32])=O)[C:25]=1[CH3:33])(=[O:12])=[O:11].[CH:34]1[CH:35]=CC2N(O)N=[N:40][C:38]=2[CH:39]=1.CCN=C=N[CH2:49][CH2:50][CH2:51][N:52]([CH3:54])[CH3:53].CN(C=[O:59])C>>[Cl:1][C:2]1[CH:7]=[CH:6][CH:5]=[C:4]([Cl:8])[C:3]=1[CH2:9][S:10]([C:13]1[CH:14]=[C:15]2[C:19](=[CH:20][CH:21]=1)[NH:18][C:17](=[O:22])/[C:16]/2=[CH:23]\[C:24]1[NH:28][C:27]([CH3:29])=[C:26]([C:30]([N:40]2[CH2:35][CH2:34][CH2:39][C@@H:38]2[CH2:54][N:52]2[CH2:51][CH2:50][C@@H:49]([OH:59])[CH2:53]2)=[O:32])[C:25]=1[CH3:33])(=[O:11])=[O:12]. Procedure details: A mixture of 5-[5-(2,6-dichloro-phenylmethanesulfonyl)-2-oxo-1,2-dihydro-indol-(3Z)-ylidenemethyl]-2,4-dimethyl-1H-pyrrole-3-carboxylic acid (0.2 g, 0.4 mmol), HOBt (54 mg, 1 eq.), EDAC (77 mg, 1 eq.) in DMF (1.5 mL) was stirred at rt for 10 mins. To the mixture was added (R)-1-(R)-1-pyrrolidin-2-ylmethyl-pyrrolidin-3-ol (0.2 g, 3 eq.). After stirring at rt for over the weekend, the precipitate was collected by vacuum filtration, washed with water, sodium bicarbonate and water, and then dried. T... The reactants are C=CCC1c2ccc(OCOC)cc2OC(=O)C1c1ccc(OCOC)cc1, CI, C1CCOC1. The product is C=CCC1c2ccc(OCOC)cc2OC(=O)C1(C)c1ccc(OCOC)cc1. As a reaction SMILES: [CH3:1][O:2][CH2:3][O:4][c:5]1[cH:6][cH:7][c:8]2[c:13]([cH:14]1)[O:12][C:11](=[O:15])[CH:10]([c:16]1[cH:17][cH:18][c:19]([O:22][CH2:23][O:24][CH3:25])[cH:20][cH:21]1)[CH:9]2[CH2:26][CH:27]=[CH2:28].[CH3:29][I:30].[O:31]1[CH2:32][CH2:33][CH2:34][CH2:35]1>>[CH3:1][O:2][CH2:3][O:4][c:5]1[cH:6][cH:7][c:8]2[c:13]([cH:14]1)[O:12][C:11](=[O:15])[C:10]([c:16]1[cH:17][cH:18][c:19]([O:22][CH2:23][O:24][CH3:25])[cH:20][cH:21]1)([CH3:29])[CH:9]2[CH2:26][CH:27]=[CH2:28]. The reactants are OCCN(C(OC(C)(C)C)=O)C (tert-butyl 2-hydroxyethyl(methyl)carbamate), COCC(=O)Cl (methoxyacetyl chloride), N1=CC=CC=C1 (pyridine). The solvent is C(C)(=O)OCC (ethyl acetate), C(C)(=O)OCC (ethyl acetate). Conditions: time 3 hour. The product is COCC(=O)OCCNC (2-(Methylamino)ethyl Methoxyacetate). RXN SMILES: OCCN(C)[C:5](=[O:11])[O:6][C:7]([CH3:10])(C)C.[CH3:13][O:14][CH2:15]C(Cl)=O.[N:19]1C=CC=C[CH:20]=1>C(OCC)(=O)C>[CH3:13][O:14][CH2:15][C:5]([O:6][CH2:7][CH2:10][NH:19][CH3:20])=[O:11]. Procedure details: To a mixture of tert-butyl 2-hydroxyethyl(methyl)carbamate (1.75 g) obtained in Reference Example 1 and ethyl acetate (10 mL) were added methoxyacetyl chloride (1.20 g) and pyridine (0.97 mL). After stirring at room temperature for 3 hrs., ethyl acetate (70 mL) was added to the reaction mixture. The mixture was washed with water (20 mL), a saturated aqueous sodium hydrogen carbonate solution (20 mL) and water (20 mL), and dried over anhydrous magnesium sulfate. After concentration under reduced ... The reactants are crude material, FC=1C=C(C=C(C1F)F)O (3,4,5-Trifluorophenol), [N+](=O)(O)[O-] (nitric acid), [N+](=O)(O)[O-] (HNO3), Intermediate 6. Solvent: C(C)(=O)O (acetic acid). Reaction conditions: time 30 minute. Product: FC=1CC(C=C(C1F)F)(O)[N+](=O)[O-] (3,4,5-Trifluoro-1-nitrophenol). Reaction SMILES: [F:1][C:2]1[CH:3]=[C:4]([OH:10])[CH:5]=[C:6]([F:9])[C:7]=1[F:8].[N+:11]([O-])([OH:13])=[O:12]>C(O)(=O)C>[F:1][C:2]1[CH2:3][C:4]([N+:11]([O-:13])=[O:12])([OH:10])[CH:5]=[C:6]([F:9])[C:7]=1[F:8]. Procedure details: 3,4,5-Trifluorophenol (14.81 g, 0.1 mol) was dissolved in glacial acetic acid (50 mL) and cooled to 4° C. while concentrated nitric acid (5 mL, 70%) was added dropwise over 15 min, during which time the color of the mixture becomes yellow. Upon complete addition of HNO3, the reaction mixture was allowed to warm to room temperature and stirred for an additional 30 min. TLC analysis of an aliquot extracted into ethyl acetate indicates that a new non-polar spot was formed and the complete consumpti... The reactants are CC(=O)C.OS(=O)(=O)O.O=[Cr](=O)=O (Jones' reagent), OCCCCCCC1C(CCC1C=CC(CCCCC)=O)O (2-(6-hydroxyhexyl)-3-(3-oxo-1-octenyl)cyclopentanol). Reagents/catalysts: reagent, [Cr] (chromium). Solvent: CC(=O)C (acetone), O (water). Run at time 1 hour. Yields the product O=C1C(C(CC1)C=CC(CCCCC)=O)CCCCCC(=O)O (6-[2-oxo-5-(3-oxo-1-octenyl)cyclopentyl]hexanoic acid). Isolated yield 20.0%. Reaction SMILES: CC(C)=[O:3].OS(O)(=O)=O.O=[Cr](=O)=O.[OH:14][CH2:15][CH2:16][CH2:17][CH2:18][CH2:19][CH2:20][CH:21]1[CH:25]([CH:26]=[CH:27][C:28](=[O:34])[CH2:29][CH2:30][CH2:31][CH2:32][CH3:33])[CH2:24][CH2:23][CH:22]1[OH:35]>CC(C)=O.O.[Cr]>[O:35]=[C:22]1[CH2:23][CH2:24][CH:25]([CH:26]=[CH:27][C:28](=[O:34])[CH2:29][CH2:30][CH2:31][CH2:32][CH3:33])[CH:21]1[CH2:20][CH2:19][CH2:18][CH2:17][CH2:16][C:15]([OH:3])=[O:14] |f:0.1.2|. Procedure: 8N Jones' reagent (19.4 ml.) was added to a stirred solution of 2-(6-hydroxyhexyl)-3-(3-oxo-1-octenyl)cyclopentanol (8.0 g., 0.026 mole) in acetone (60 ml.) at 15°-25°C. at a rate such that the deep red coloration caused by the addition of one drop of reagent had changed to green before addition of the next drop. The reaction mixture was diluted with sufficient water to dissolve the precipitated chromium salts and was then extracted three times with diethyl ether. The combined ether extracts wer... Reactants: NC=1NC2=C(N1)C=C(C(=C2)Cl)Cl (2-amino-5,6-dichlorobenzimidazole), CN=C=O (methyl isocyanate), CC(=O)C (acetone). Product: ClC=1C(=CC2=C(N3C(=N2)NC(N(C3=O)C)(C)C)C1)Cl (7,8-Dichloro-1,2-dihydro-2,2,3-trimethyl-1,3,5-triazino[1,2-a]benzimidazol-4(3H)-one). Reaction SMILES: [NH2:1][C:2]1[NH:3][C:4]2[CH:10]=[C:9]([Cl:11])[C:8]([Cl:12])=[CH:7][C:5]=2[N:6]=1.[CH3:13][N:14]=[C:15]=[O:16].[CH3:17][C:18]([CH3:20])=O>>[Cl:12][C:8]1[C:9]([Cl:11])=[CH:10][C:4]2[N:3]=[C:2]3[NH:1][C:18]([CH3:20])([CH3:17])[N:14]([CH3:13])[C:15](=[O:16])[N:6]3[C:5]=2[CH:7]=1. Procedure: Reaction of 2-amino-5,6-dichlorobenzimidazole with acetone and methyl isocyanate according to the procedure of Example 1, first paragraph, provided the title compound. In this case, a 10-N-methylcarbamoyl derivative was not isolated from the reaction mixture. The product was recrystallized from acetone to give a solid, mp 220° C. (dec.). The confirmatory elemental analysis is shown in Table III.